Dataset: the Open Reaction Database (ORD), a public repository of structured organic reaction records. Task: describe an organic reaction: reactants, conditions, products, and yield Starting materials: NC=1C=C(C(=C2CCCC12)OC1=C(C(=C(C=C1)O)CC)C)C (4-(7-amino-5-methylindan-4-yloxy)-2-ethyl-3-methylphenol), C(C(=O)OCC)(=O)OCC (diethyl oxalate). Run at temperature 120 celsius, time 3 hour. Product: C(C)C=1C(=C(OC=2C(=CC(=C3CCCC23)NC(C(=O)OCC)=O)C)C=CC1O)C (Ethyl N-[7-(3-ethyl-4-hydroxy-2-methylphenoxy)-6-methylindan-4-yl]oxamate). Isolated yield 93.5%. RXN SMILES: [NH2:1][C:2]1[CH:3]=[C:4]([CH3:22])[C:5]([O:11][C:12]2[CH:17]=[CH:16][C:15]([OH:18])=[C:14]([CH2:19][CH3:20])[C:13]=2[CH3:21])=[C:6]2[C:10]=1[CH2:9][CH2:8][CH2:7]2.[C:23](OCC)(=[O:29])[C:24]([O:26][CH2:27][CH3:28])=[O:25]>>[CH2:19]([C:14]1[C:13]([CH3:21])=[C:12]([CH:17]=[CH:16][C:15]=1[OH:18])[O:11][C:5]1[C:4]([CH3:22])=[CH:3][C:2]([NH:1][C:23](=[O:29])[C:24]([O:26][CH2:27][CH3:28])=[O:25])=[C:10]2[C:6]=1[CH2:7][CH2:8][CH2:9]2)[CH3:20]. Reported procedure: To 4-(7-amino-5-methylindan-4-yloxy)-2-ethyl-3-methylphenol (12 mg) was added diethyl oxalate (150 mg), and the mixture was stirred under an argon atmosphere at 120° C. for 3 hours. The reaction mixture was purified by thin layer chromatography on silica gel (developing solvent: hexane/ethyl acetate=2/1) to give the title compound (15 mg). The reactants are C(C1=CC=CC=C1)N1CCC(CC1)=CCCC(C1=CC=C(C=C1)F)C1=CC=C(C=C1)F (1-benzyl-4-[4,4-bis(4-fluorophenyl)-butylidene]piperidine). The reagents and catalysts are [Pd] (palladium-on-charcoal). Run in CO (methanol). The product is FC1=CC=C(C=C1)C(CCCC1CCNCC1)C1=CC=C(C=C1)F (4-[4,4-Bis(4-fluorophenyl)butyl]piperidine). As a reaction SMILES: C([N:8]1[CH2:13][CH2:12][C:11](=[CH:14][CH2:15][CH2:16][CH:17]([C:25]2[CH:30]=[CH:29][C:28]([F:31])=[CH:27][CH:26]=2)[C:18]2[CH:23]=[CH:22][C:21]([F:24])=[CH:20][CH:19]=2)[CH2:10][CH2:9]1)C1C=CC=CC=1>CO.[Pd]>[F:31][C:28]1[CH:29]=[CH:30][C:25]([CH:17]([C:18]2[CH:19]=[CH:20][C:21]([F:24])=[CH:22][CH:23]=2)[CH2:16][CH2:15][CH2:14][CH:11]2[CH2:12][CH2:13][NH:8][CH2:9][CH2:10]2)=[CH:26][CH:27]=1. Reported procedure: 17 g (40.7 mmol) of 1-benzyl-4-[4,4-bis(4-fluorophenyl)-butylidene]piperidine were hydrogenated in 850 ml of methanol with 5 g of palladium-on-charcoal (10%) at 45° C. in a shaking vessel for 2 hours. The catalyst was filtered off with suction and the solution was concentrated. The reactants are BrC1=C(C(=O)O)C(=C(C(C1O)=CN(C)C)O)Br (2,6-Dibromo-3,5-dihydroxy-4[(dimethylamino) methylene]-benzoic Acid). The reagents and catalysts are [Ni] (Raney nickel). The solvent is [OH-].[Na+] (NaOH). Conditions: temperature 25 celsius, time 12 hour. Yields the product OC=1C=C(C(=O)O)C=C(C1C)O (3,5-Dihydroxy-4-methylbenzoic Acid). Yield: 70.0%. RXN SMILES: Br[C:2]1[CH:10]([OH:11])[C:9](=[CH:12]N(C)C)[C:8]([OH:16])=[C:7](Br)[C:3]=1[C:4]([OH:6])=[O:5]>[OH-].[Na+].[Ni]>[OH:11][C:10]1[CH:2]=[C:3]([CH:7]=[C:8]([OH:16])[C:9]=1[CH3:12])[C:4]([OH:6])=[O:5] |f:1.2|. Procedure details: To a stirred solution of 2,6-Dibromo-3,5-dihydroxy-4[(dimethylamino) methylene]-benzoic Acid (1 mmol) in 2.5 mL of 3 N NaOH under nitrogen was added 0.345 g of Raney nickel in portions over a period of 1 h. The mixture was then stirred at 25° C. for about 12 h and filtered. The filter cake was washed with water (2×5 mL), and the combined filtrates were acidified to a pH of 1 with concentrated HCl to give a pale yellow or light purple solution. The solution was extracted with ethyl acetate, and t... The reactants are CCOC(=O)CC1CCCN(C(=O)OC(C)(C)C)C1, [Na+], [Na+], C1CCOC1, O, O, O, O, O, O, O, O, O, O, O=S(=O)([O-])[O-]. Yields the product CC(C)(C)OC(=O)N1CCCC(CCO)C1. Reaction SMILES: [C:1]([CH3:2])([CH3:3])([CH3:4])[O:5][C:6](=[O:7])[N:8]1[CH2:9][CH:10]([CH2:14][C:15](=[O:16])[O:17][CH2:18][CH3:19])[CH2:11][CH2:12][CH2:13]1.[Na+:35].[Na+:36].[O:37]1[CH2:38][CH2:39][CH2:40][CH2:41]1.[OH2:20].[OH2:21].[OH2:22].[OH2:23].[OH2:24].[OH2:25].[OH2:26].[OH2:27].[OH2:28].[OH2:29].[S:30]([O-:31])([O-:32])(=[O:33])=[O:34]>>[C:1]([CH3:2])([CH3:3])([CH3:4])[O:5][C:6](=[O:7])[N:8]1[CH2:9][CH:10]([CH2:14][CH2:15][OH:16])[CH2:11][CH2:12][CH2:13]1. The reactants are C(C)(C)(C)[Si](OC1=C2C=CNC2=CC=C1)(C)C (4-{[tert-butyl-(dimethyl)silyl]oxy}-1H-indole), [H-].[Na+] (sodium hydride), [Br-].C(C)#N (acetonitrile bromide). Run in CN(C=O)C (dimethylformamide), [Cl-].[Na+].O (brine), O (water), CN(C=O)C (dimethyl-formamide). Yields the product [Si](C)(C)(C(C)(C)C)OC1=C2C=CN(C2=CC=C1)CC#N ((4-{[tert-Butyl(dimethyl)silyl]oxy}-1H-indol-1-yl)acetonitrile). The yield is 29.9%. As a reaction SMILES: [H-].[Na+].[C:3]([Si:7]([CH3:19])([CH3:18])[O:8][C:9]1[CH:17]=[CH:16][CH:15]=[C:14]2[C:10]=1[CH:11]=[CH:12][NH:13]2)([CH3:6])([CH3:5])[CH3:4].[Br-].[C:21](#[N:23])[CH3:22]>CN(C)C=O.[Cl-].[Na+].O.O>[Si:7]([O:8][C:9]1[CH:17]=[CH:16][CH:15]=[C:14]2[C:10]=1[CH:11]=[CH:12][N:13]2[CH2:22][C:21]#[N:23])([C:3]([CH3:6])([CH3:5])[CH3:4])([CH3:19])[CH3:18] |f:0.1,3.4,6.7.8|. Procedure: Under nitrogen atmosphere, to a suspension of sodium hydride (60% dispersion in mineral oil, 750 mg, 18.8 mmol) in dimethyl-formamide (30 mL) is added dropwise a solution of 4-{[tert-butyl-(dimethyl)silyl]oxy}-1H-indole (2.32 g, 9.38 mmol) in dimethylformamide (10 mL)-with stirring under ice-cooling, and the mixture is stirred at the same temperature for 15 minutes. To the mixture is added dropwise acetonitrile bromide (1.96 mL, 28.1 mmol), and the mixture is stirred at room temperature for 15 h...